Task: describe an organic reaction: reactants, conditions, products, and yield. Dataset: the Open Reaction Database (ORD), a public repository of structured organic reaction records The reactants are C(=O)C=1NC=CC1 (2-formylpyrrole), [OH-].[K+] (potassium hydroxide), CS(=O)C (DMSO), BrCCBr (1,2-dibromoethane). Solvent: O (Water). The product is BrCCN1C(=CC=C1)C=O (1-(2-Bromoethyl)-1H-pyrrole-2-carbaldehyde). As a reaction SMILES: [CH:1]([C:3]1[NH:4][CH:5]=[CH:6][CH:7]=1)=[O:2].[OH-].[K+].CS(C)=O.[Br:14][CH2:15][CH2:16]Br>O>[Br:14][CH2:15][CH2:16][N:4]1[CH:5]=[CH:6][CH:7]=[C:3]1[CH:1]=[O:2] |f:1.2|. Reported procedure: A mixture of 2-formylpyrrole (1 g), potassium hydroxide (2.3 g) and dry DMSO (20 mL) was stirred under nitrogen atmosphere. 1,2-dibromoethane (7.9 g) was added dropwise at 20-25° C. and stirred till the reaction is complete. Water (50 mL) was added and the reaction mixture was extracted with diethyl ether (3×50 mL). The combined organic layer was washed with water (30 mL), followed by brine (30 mL) and was dried over Na2SO4. The solvent was evaporated and the compound obtained was purified by co... Reactants: CS(=O)(=O)O, CCCCCCC, C=C(C)C(=O)O, O, C=CCO. The product is C=CCOC(=O)C(=C)C. Reaction SMILES: [CH3:11][S:12](=[O:13])(=[O:14])[OH:15].[CH3:16][CH2:17][CH2:18][CH2:19][CH2:20][CH2:21][CH3:22].[CH3:5][C:6](=[CH2:7])[C:8]([OH:9])=[O:10].[OH2:23].[OH:1][CH2:2][CH:3]=[CH2:4]>>[CH2:2]=[CH:3][CH2:4][O:9][C:8]([C:6]([CH3:5])=[CH2:7])=[O:10]. The reactants are Cl.C(C1=CN=CC=C1)(=O)OCCCCCCCCCCCCCCCCCCCCCCCCCCCC (1-octacosanyl nicotinate hydrochloride), C(=O)(O)[O-].[Na+] (NaHCO3). The solvent is C(Cl)(Cl)Cl (CHCl3). Run at time 1 hour. The product is C(C1=CN=CC=C1)(=O)OCCCCCCCCCCCCCCCCCCCCCCCCCCCC (1-octacosanyl nicotinate). As a reaction SMILES: Cl.[C:2]([O:10][CH2:11][CH2:12][CH2:13][CH2:14][CH2:15][CH2:16][CH2:17][CH2:18][CH2:19][CH2:20][CH2:21][CH2:22][CH2:23][CH2:24][CH2:25][CH2:26][CH2:27][CH2:28][CH2:29][CH2:30][CH2:31][CH2:32][CH2:33][CH2:34][CH2:35][CH2:36][CH2:37][CH3:38])(=[O:9])[C:3]1[CH:8]=[CH:7][CH:6]=[N:5][CH:4]=1.C([O-])(O)=O.[Na+]>C(Cl)(Cl)Cl>[C:2]([O:10][CH2:11][CH2:12][CH2:13][CH2:14][CH2:15][CH2:16][CH2:17][CH2:18][CH2:19][CH2:20][CH2:21][CH2:22][CH2:23][CH2:24][CH2:25][CH2:26][CH2:27][CH2:28][CH2:29][CH2:30][CH2:31][CH2:32][CH2:33][CH2:34][CH2:35][CH2:36][CH2:37][CH3:38])(=[O:9])[C:3]1[CH:8]=[CH:7][CH:6]=[N:5][CH:4]=1 |f:0.1,2.3|. Procedure details: To a solution of 1-octacosanyl nicotinate hydrochloride in warm CHCl3 was added saturated NaHCO3 slowly. The aqueous layer was kept basic and the mixture was stirred for 1 hour at room temperature. The organic layer was then separated, washed with deionized water, brine and dried over anhydrous Na2SO4. After the removal of the organic solvent, the residue was crystallized with CHCl3 to give 1-octacosanyl nicotinate as a pale yellow waxy solid, mp: 65-70° C. Reactants: N1CCNCC1 (piperazine), BrC=1C=C(C=[N+](C1)[O-])OC1=CC=CC=C1 (5-bromo-3-phenoxypyridine N-oxide). Conditions: temperature 150 celsius. Product: N1(CCNCC1)C=1C=C(C=[N+](C1)[O-])OC1=CC=CC=C1 (5-piperazinyl-3-phenoxypyridine N-oxide). Reaction SMILES: [NH:1]1[CH2:6][CH2:5][NH:4][CH2:3][CH2:2]1.Br[C:8]1[CH:9]=[C:10]([O:15][C:16]2[CH:21]=[CH:20][CH:19]=[CH:18][CH:17]=2)[CH:11]=[N+:12]([O-:14])[CH:13]=1>>[N:1]1([C:8]2[CH:9]=[C:10]([O:15][C:16]3[CH:17]=[CH:18][CH:19]=[CH:20][CH:21]=3)[CH:11]=[N+:12]([O-:14])[CH:13]=2)[CH2:6][CH2:5][NH:4][CH2:3][CH2:2]1. Procedure details: An intimate mixture of 43 g of piperazine with 26.6 g of 5-bromo-3-phenoxypyridine N-oxide [Agr. Biol. Chem., 34, 68 (1970)] is heated at 150° C. for five hours. The oil is concentrated at reduced pressure to remove excess piperazine. The mixture is dissolved in 1500 ml of dichloromethane, washed with excess 25% sodium hydroxide solution, dried over anhydrous MgSO4, filtered and concentrated to yield 5-piperazinyl-3-phenoxypyridine N-oxide as an oil. The oil is dissolved in 200 ml of toluene-met...